From a dataset of the Open Reaction Database (ORD), a public repository of structured organic reaction records. describe an organic reaction: reactants, conditions, products, and yield Reactants: CC1(C)OCc2cc(C(O)c3c[nH]cn3)ccc2O1, CO. Yields the product CC1(C)OCc2cc(Cc3c[nH]cn3)ccc2O1. RXN SMILES: [CH3:1][C:2]1([CH3:19])[O:3][CH2:4][c:5]2[c:6]([cH:8][cH:9][c:10]([CH:12]([OH:13])[c:14]3[n:15][cH:16][nH:17][cH:18]3)[cH:11]2)[O:7]1.[CH3:20][OH:21]>>[CH3:1][C:2]1([CH3:19])[O:3][CH2:4][c:5]2[c:6]([cH:8][cH:9][c:10]([CH2:12][c:14]3[n:15][cH:16][nH:17][cH:18]3)[cH:11]2)[O:7]1.